This data is from the Open Reaction Database (ORD), a public repository of structured organic reaction records. The task is: describe an organic reaction: reactants, conditions, products, and yield Procedure: A solution of 168 g (521 mmol) of the methyl ester, VI, in 2.0 l of methanol was cooled to approximately 10° and treated with anhydrous ammonia gas for eight hours. The solution was allowed to stand at room temperature overnight. The TLC (SiO2, dichloromethane-methanol, 5:1) indicated complete conversion to the desired product. A very small amount of a red solid was removed by filtration. The filtrate was evaporated under reduced pressure and the residue was recrystallized from 2-propanol and dr... As a reaction SMILES: [C@@H:1]1([C:10]2[Se:11][CH:12]=[C:13]([C:15]([O:17]C)=O)[N:14]=2)[O:7][C@H:6]([CH2:8][OH:9])[C@@H:4]([OH:5])[C@H:2]1[OH:3].[NH3:19].ClCCl.CO>CO>[C@@H:1]1([C:10]2[Se:11][CH:12]=[C:13]([C:15]([NH2:19])=[O:17])[N:14]=2)[O:7][C@H:6]([CH2:8][OH:9])[C@@H:4]([OH:5])[C@H:2]1[OH:3] |f:2.3|. Solvent: CO (methanol). Reaction conditions: time 8 hour. The product is [C@@H]1([C@H](O)[C@H](O)[C@H](O1)CO)C=1[Se]C=C(N1)C(=O)N (2-β-D-Ribofuranosylselenazole-4-carboxamide). The reactants are ClCCl.CO (dichloromethane methanol), methyl ester, [C@@H]1([C@H](O)[C@H](O)[C@H](O1)CO)C=1[Se]C=C(N1)C(=O)OC (Methyl 2-β-D-ribofuranosylselenazole-4-carboxylate), N (ammonia). The reactants are O=C(Cc1cccnc1Cl)N(CCO)Cc1ccccc1, C1CCOC1, CO. The product is OCCN(CCc1cccnc1Cl)Cc1ccccc1. RXN SMILES: [CH2:1]([c:2]1[cH:3][cH:4][cH:5][cH:6][cH:7]1)[N:8]([C:9]([CH2:10][c:11]1[c:12]([Cl:17])[n:13][cH:14][cH:15][cH:16]1)=[O:18])[CH2:19][CH2:20][OH:21].[CH2:24]1[O:25][CH2:26][CH2:27][CH2:28]1.[CH3:22][OH:23]>>[CH2:1]([c:2]1[cH:3][cH:4][cH:5][cH:6][cH:7]1)[N:8]([CH2:9][CH2:10][c:11]1[c:12]([Cl:17])[n:13][cH:14][cH:15][cH:16]1)[CH2:19][CH2:20][OH:21]. Starting materials: ClC=1C=C(C=CC1)C1=NC=2C(=NC=CC2)N1CC(=O)O (2-(3-chlorophenyl)-3H-imidazo[4,5-b]pyridine-3-acetic acid), C(=O)(N1C=NC=C1)N1C=NC=C1 (1,1'-carbonyldiimidazole), CNCCCN1CCN(CC1)C (N,4-dimethyl-1-piperazinepropanamine). Conditions: time 3 hour. Yields the product ClC=1C=C(C=CC1)C1=NC=2C(=NC=CC2)N1CC(=O)N(CCCN1CCN(CC1)C)C (2-(3-Chlorophenyl)-N-methyl-N-[3-(4-methyl-1-piperazinyl)propyl]-3H-imidazo[4,5-b]pyridine-3-acetamide). Isolated yield 19.8%. RXN SMILES: [Cl:1][C:2]1[CH:3]=[C:4]([C:8]2[N:16]([CH2:17][C:18]([OH:20])=O)[C:11]3=[N:12][CH:13]=[CH:14][CH:15]=[C:10]3[N:9]=2)[CH:5]=[CH:6][CH:7]=1.C(N1C=CN=C1)(N1C=CN=C1)=O.[CH3:33][NH:34][CH2:35][CH2:36][CH2:37][N:38]1[CH2:43][CH2:42][N:41]([CH3:44])[CH2:40][CH2:39]1>>[Cl:1][C:2]1[CH:3]=[C:4]([C:8]2[N:16]([CH2:17][C:18]([N:34]([CH3:33])[CH2:35][CH2:36][CH2:37][N:38]3[CH2:39][CH2:40][N:41]([CH3:44])[CH2:42][CH2:43]3)=[O:20])[C:11]3=[N:12][CH:13]=[CH:14][CH:15]=[C:10]3[N:9]=2)[CH:5]=[CH:6][CH:7]=1. Reported procedure: Under nitrogen bubbling, a mixture of 2-(3-chlorophenyl)-3H-imidazo[4,5-b]pyridine-3-acetic acid (2.38 g, 0.008 mole) and 1,1'-carbonyldiimidazole (1.34 g, 0.008 mole) was stirred at room temperature for 3 hours. The N,4-dimethyl-1-piperazinepropanamine (1.42 g, 0.008 mole) was added and the reaction mixture was allowed to stir at room temperature for 2 hours. The reaction mixture was evaporated to dryness. The residue was partitioned between methylene chloride and aqueous potassium bicarbonate....